From a dataset of the Open Reaction Database (ORD), a public repository of structured organic reaction records. describe an organic reaction: reactants, conditions, products, and yield Starting materials: ClC=1C=C(C=CC1Cl)O (3,4dichlorophenol), BrCCCBr (1,3-dibromopropane), [OH-].[Na+] (sodium hydroxide). Reaction SMILES: [Cl:1][C:2]1[CH:3]=[C:4]([OH:9])[CH:5]=[CH:6][C:7]=1[Cl:8].[Br:10][CH2:11][CH2:12][CH2:13]Br.[OH-].[Na+]>S([O-])(O)(=O)=O.C([N+](CCCC)(CCCC)CCCC)CCC>[Cl:1][C:2]1[CH:3]=[C:4]([CH:5]=[CH:6][C:7]=1[Cl:8])[O:9][CH2:13][CH2:12][CH2:11][Br:10] |f:2.3,4.5|. Procedure details: A mixture of 3,4dichlorophenol (499.4 g. 3.06 moles), 1,3-dibromopropane (2424 ml, 12 moles), 24% sodium hydroxide (613 g, 3,83 moles), and 5 g of tetrabutylammonium hydrogen sulfate were stirred and heated at 50-70° C. for 2 h. The temperature was raised to 80° and heating was continued for 16 hr more. After cooling the lower phase was separated and excess dibromopropane was removed on a rotary evaporator. The residue was distilled through a short vigreux column at 1 mm vacuum. A total of 870 g... The product is ClC=1C=C(OCCCBr)C=CC1Cl (3-(3,4-Dichlorophenoxy)propyl bromide). Reagents/catalysts: S(=O)(=O)(O)[O-].C(CCC)[N+](CCCC)(CCCC)CCCC (tetrabutylammonium hydrogen sulfate). Run at temperature 60 celsius, time 16 hour. Reactants: C(C1=CC=CC=C1)OC(=O)N1CCC(CC1)OC=1C(=C(C(=O)O)C=C(C1)Cl)C (3-((1-((benzyloxy)carbonyl)piperidin-4-yl)oxy)-5-chloro -2-methylbenzoic acid), Cl.NCC1=C(NC(=CC1=O)C)C (3-(aminomethyl)-2,6-dimethylpyridin-4(1H)-one hydrochloride), C(CCl)Cl (EDC), C1=CC2=C(N=C1)N(N=N2)O (HOAt), CN1CCOCC1 (N-methylmorpholine), C(=O)(O)[O-].[Na+] (NaHCO3). The solvent is CN(C=O)C (N,N-dimethylformamide), O (water). Run at time 3 day. The product is ClC=1C=C(C(=C(OC2CCN(CC2)C(=O)OCC2=CC=CC=C2)C1)C)C(NCC1=C(NC(=CC1=O)C)C)=O (benzyl 4-(5-chloro-3-(((2,6-dimethyl-4-oxo-1,4-dihydropyridin-3-yl)methyl)carbamoyl)-2-methylphenoxy)piperidine-1-carboxylate). Isolated yield 64.4%. As a reaction SMILES: [CH2:1]([O:8][C:9]([N:11]1[CH2:16][CH2:15][CH:14]([O:17][C:18]2[C:19]([CH3:28])=[C:20]([CH:24]=[C:25]([Cl:27])[CH:26]=2)[C:21](O)=[O:22])[CH2:13][CH2:12]1)=[O:10])[C:2]1[CH:7]=[CH:6][CH:5]=[CH:4][CH:3]=1.Cl.[NH2:30][CH2:31][C:32]1[C:37](=[O:38])[CH:36]=[C:35]([CH3:39])[NH:34][C:33]=1[CH3:40].C(Cl)CCl.C1C=NC2N(O)N=NC=2C=1.CN1CCOCC1.C([O-])(O)=O.[Na+]>O.CN(C)C=O>[Cl:27][C:25]1[CH:24]=[C:20]([C:21](=[O:22])[NH:30][CH2:31][C:32]2[C:37](=[O:38])[CH:36]=[C:35]([CH3:39])[NH:34][C:33]=2[CH3:40])[C:19]([CH3:28])=[C:18]([CH:26]=1)[O:17][CH:14]1[CH2:15][CH2:16][N:11]([C:9]([O:8][CH2:1][C:2]2[CH:7]=[CH:6][CH:5]=[CH:4][CH:3]=2)=[O:10])[CH2:12][CH2:13]1 |f:1.2,6.7|. Procedure details: A 20 mL vial containing 3-((1-((benzyloxy)carbonyl)piperidin-4-yl)oxy)-5-chloro -2-methylbenzoic acid (35.0 mg, 0.087 mmol) was charged with 3-(aminomethyl)-2,6-dimethylpyridin-4(1H)-one hydrochloride (17.98 mg, 0.095 mmol), EDC (24.92 mg, 0.130 mmol), HOAt (20.04 mg, 0.130 mmol), N,N-dimethylformamide (1 mL), N-methylmorpholine (0.143 mL, 1.300 mmol) and a magnetic stir bar. The vial was capped and the reaction was stirred at room temperature for 3 days, at which time it was dripped into a stir... The reactants are FC1=CC=C(C=C1)C1=NN2C(C=CC=C2)=C1Br (2-(4-fluorophenyl)-3-bromopyrazolo[1,5-α]pyridine), C(CCC)[Sn](C1=CC=NC=C1)(CCCC)CCCC (4-(tributylstannyl)pyridine), aqueous solution, [F-].[K+] (potassium fluoride). The reagents and catalysts are C=1C=CC(=CC1)[P](C=2C=CC=CC2)(C=3C=CC=CC3)[Pd]([P](C=4C=CC=CC4)(C=5C=CC=CC5)C=6C=CC=CC6)([P](C=7C=CC=CC7)(C=8C=CC=CC8)C=9C=CC=CC9)[P](C=1C=CC=CC1)(C=1C=CC=CC1)C=1C=CC=CC1 (tetrakis(triphenylphosphine)palladium). Run in C1(=CC=CC=C1)C (toluene), C(C)OCC (diethyl ether). Run at time 1 hour. Product: FC1=CC=C(C=C1)C1=NN2C(C=CC=C2)=C1C1=CC=NC=C1 (2-(4-Fluorophenyl)-3-(4-pyridyl)-pyrazolo[1,5-α]pyridine). As a reaction SMILES: [F:1][C:2]1[CH:7]=[CH:6][C:5]([C:8]2[C:16](Br)=[C:11]3[CH:12]=[CH:13][CH:14]=[CH:15][N:10]3[N:9]=2)=[CH:4][CH:3]=1.C([Sn](CCCC)(CCCC)[C:23]1[CH:28]=[CH:27][N:26]=[CH:25][CH:24]=1)CCC.[F-].[K+]>C1(C)C=CC=CC=1.C(OCC)C.C1C=CC([P]([Pd]([P](C2C=CC=CC=2)(C2C=CC=CC=2)C2C=CC=CC=2)([P](C2C=CC=CC=2)(C2C=CC=CC=2)C2C=CC=CC=2)[P](C2C=CC=CC=2)(C2C=CC=CC=2)C2C=CC=CC=2)(C2C=CC=CC=2)C2C=CC=CC=2)=CC=1>[F:1][C:2]1[CH:7]=[CH:6][C:5]([C:8]2[C:16]([C:23]3[CH:28]=[CH:27][N:26]=[CH:25][CH:24]=3)=[C:11]3[CH:12]=[CH:13][CH:14]=[CH:15][N:10]3[N:9]=2)=[CH:4][CH:3]=1 |f:2.3,^1:54,56,75,94|. Reported procedure: To a solution of 2-(4-fluorophenyl)-3-bromopyrazolo[1,5-α]pyridine (0.2 g, 0.68 mmol) and 4-(tributylstannyl)pyridine (0.38 g, 1 mmol) in dry toluene (10 mL) was added tetrakis(triphenylphosphine)palladium (0) (0.03 g, 0.03 mmol) and the mixture was heated at reflux temperature under a nitrogen atmosphere for about 48 hours. The mixture was cooled to room temperature and diluted with diethyl ether (40 mL). The mixture was poured into a 10% aqueous solution of potassium fluoride (20 mL) and the m... Starting materials: BrC=1C=C(C=CC1)C1=CC(N(N1)CCO)=O (5-(3-Bromophenyl)-2-(2-hydroxyethyl)-1,2-dihydro-3H-pyrazol-3-one), FC(C1=CC=C(C=C1)F)(F)F (4-trifluoromethyl-1-fluorobenzene), FC(C1=CC=C(C=C1)F)(F)F (4-trifluoromethyl-1-fluorobenzene), C(=O)([O-])[O-].[K+].[K+] (K2CO3). Solvent: CC(=O)N(C)C (DMA), CCOC(=O)C (EtOAc). Run at temperature 160 celsius, time 13 hour. Yields the product BrC=1C=C(C=CC1)C1=NN(C(=C1)OC1=CC=C(C=C1)C(F)(F)F)CCO (2-{3-(3-bromophenyl)-5-[4-(trifluoromethyl)phenoxy]-1H-pyrazol-1-yl}ethanol). RXN SMILES: [Br:1][C:2]1[CH:3]=[C:4]([C:8]2[NH:12][N:11]([CH2:13][CH2:14][OH:15])[C:10](=[O:16])[CH:9]=2)[CH:5]=[CH:6][CH:7]=1.[F:17][C:18]([F:27])([F:26])[C:19]1[CH:24]=[CH:23][C:22](F)=[CH:21][CH:20]=1.C([O-])([O-])=O.[K+].[K+]>CC(N(C)C)=O.CCOC(C)=O>[Br:1][C:2]1[CH:3]=[C:4]([C:8]2[CH:9]=[C:10]([O:16][C:22]3[CH:23]=[CH:24][C:19]([C:18]([F:27])([F:26])[F:17])=[CH:20][CH:21]=3)[N:11]([CH2:13][CH2:14][OH:15])[N:12]=2)[CH:5]=[CH:6][CH:7]=1 |f:2.3.4|. Procedure: 5-(3-Bromophenyl)-2-(2-hydroxyethyl)-1,2-dihydro-3H-pyrazol-3-one (21 g, 74 mmol), 4-trifluoromethyl-1-fluorobenzene (28 mL, 220 mmol), and K2CO3 (30.6 g, 220 mmol) were combined in 140 mL of dry DMA. The mixture was heated at 160° C. with stirring in a sealed vessel for 13 h. The reaction was cooled to ambient temperature and more 4-trifluoromethyl-1-fluorobenzene (5 mL, 39 mmol) was added. The mixture was heated at 160° C. with stirring in a sealed vessel for 18 h. The reaction was cooled to a... Reactants: N\C(=N/O)\N(CCC1=CC=C(OC(C(=O)OC(C)(C)C)(C)C)C=C1)CC1=CC=C(C=C1)C(F)(F)F (tert-butyl 2-[4-(2-{[(E)-amino(hydroxyimino)methyl][4-(trifluoromethyl)benzyl]amino}ethyl)phenoxy]-2-methylpropanoate), FC(C1=CC=C(C(=O)Cl)C=C1)(F)F (4-trifluoromethylbenzoyl chloride), C(=O)(C(F)(F)F)O (TFA). Yields the product CC(C(=O)O)(C)OC1=CC=C(C=C1)CCN(C1=NOC(=N1)C1=CC=C(C=C1)C(F)(F)F)CC1=CC=C(C=C1)C(F)(F)F (2-Methyl-2-{4-[2-([4-(trifluoromethyl)benzyl]{5-[4-(trifluoromethyl)phenyl]-1,2,4-oxadiazol-3-yl}amino)ethyl]phenoxy}propanoic acid). RXN SMILES: [NH2:1]/[C:2](/[N:5]([CH2:25][C:26]1[CH:31]=[CH:30][C:29]([C:32]([F:35])([F:34])[F:33])=[CH:28][CH:27]=1)[CH2:6][CH2:7][C:8]1[CH:24]=[CH:23][C:11]([O:12][C:13]([CH3:22])([CH3:21])[C:14]([O:16]C(C)(C)C)=[O:15])=[CH:10][CH:9]=1)=[N:3]\[OH:4].[F:36][C:37]([F:48])([F:47])[C:38]1[CH:46]=[CH:45][C:41]([C:42](Cl)=O)=[CH:40][CH:39]=1.C(O)(C(F)(F)F)=O>>[CH3:21][C:13]([O:12][C:11]1[CH:10]=[CH:9][C:8]([CH2:7][CH2:6][N:5]([CH2:25][C:26]2[CH:31]=[CH:30][C:29]([C:32]([F:35])([F:33])[F:34])=[CH:28][CH:27]=2)[C:2]2[N:1]=[C:42]([C:41]3[CH:40]=[CH:39][C:38]([C:37]([F:36])([F:47])[F:48])=[CH:46][CH:45]=3)[O:4][N:3]=2)=[CH:24][CH:23]=1)([CH3:22])[C:14]([OH:16])=[O:15]. Procedure details: Similarly prepared by condensation of tert-butyl 2-[4-(2-{[(E)-amino(hydroxyimino)methyl][4-(trifluoromethyl)benzyl]amino}ethyl)phenoxy]-2-methylpropanoate with 4-trifluoromethylbenzoyl chloride, followed by standard TFA hydrolysis. Reaction SMILES: [CH2:1]([c:2]1[cH:3][cH:4][cH:5][cH:6][cH:7]1)[NH:8][c:9]1[c:10]([N+:15]([O-:16])=[O:17])[cH:11][cH:12][cH:13][cH:14]1.[CH3:19][CH2:20][OH:21].[ClH:18].[Fe:23].[OH2:22]>>[CH2:1]([c:2]1[cH:3][cH:4][cH:5][cH:6][cH:7]1)[NH:8][c:9]1[c:10]([NH2:15])[cH:11][cH:12][cH:13][cH:14]1. Starting materials: O=[N+]([O-])c1ccccc1NCc1ccccc1, CCO, Cl, [Fe], O. Yields the product Nc1ccccc1NCc1ccccc1. Starting materials: CCCCCC (hexane), CC1=CC=CC(N1C(=O)O)C(=O)O (6-methyl-1,2-pyridine dicarboxylic acid), C(C)(=O)O (acetic acid), N1=CC=CC=C1 (pyridine). The solvent is COCCOC (DME), CCOCC (ether). Run at time 2 hour. Product: CC1=CC=C2C(=N1)C(OC2=O)=O (2-Methyl-furo[3,4-b]pyridine-5,7-dione). Isolated yield 74.2%. RXN SMILES: [CH3:1][C:2]1[N:7](C(O)=O)[CH:6]([C:11]([OH:13])=[O:12])[CH:5]=[CH:4][CH:3]=1.[C:14](O)(=[O:16])C.N1C=CC=CC=1.CCCCCC>COCCOC.CCOCC>[CH3:1][C:2]1[N:7]=[C:6]2[C:11](=[O:12])[O:13][C:14](=[O:16])[C:5]2=[CH:4][CH:3]=1. Procedure: A solution of 6-methyl-1,2-pyridine dicarboxylic acid (25 g, 138 mmol) and acetic acid (42 mL, 733 mmol) in DME (150 mL) is treated with pyridine (22 mL, 272 mmol) and stirred at room temperature for 2 h. The pale yellow solution is diluted with ether (250 mL) and then hexane (1250 mL) is added slowly. A white precipitate is formed. The solution is cooled to 0° C. for 30 min and the white solid is collected by filtration. The solid is washed with hexane and dried to give the title compound as a ... Starting materials: [H-].[Na+] (Sodium hydride), N1C=C(C2=CC=CC=C12)C(=O)OC (methyl 1H-indole-3-carboxylate), FC1=NC=CC=C1 (2-fluoropyridine). Solvent: CN(C)C=O (DMF), CN(C)C=O (DMF). Reaction conditions: temperature 120 celsius, time 30 minute. The product is N1=C(C=CC=C1)N1C=C(C2=CC=CC=C12)C(=O)OC (Methyl 1-(pyridin-2-yl)-1H-indole-3-carboxylate). Reaction SMILES: [H-].[Na+].[NH:3]1[C:11]2[C:6](=[CH:7][CH:8]=[CH:9][CH:10]=2)[C:5]([C:12]([O:14][CH3:15])=[O:13])=[CH:4]1.F[C:17]1[CH:22]=[CH:21][CH:20]=[CH:19][N:18]=1>CN(C=O)C>[N:18]1[CH:19]=[CH:20][CH:21]=[CH:22][C:17]=1[N:3]1[C:11]2[C:6](=[CH:7][CH:8]=[CH:9][CH:10]=2)[C:5]([C:12]([O:14][CH3:15])=[O:13])=[CH:4]1 |f:0.1|. Procedure details: Sodium hydride (45.7 mg, 1.142 mmol, 60% dispersion in mineral oil) was added to a solution of methyl 1H-indole-3-carboxylate (200 mg, 1.142 mmol) in DMF (2283 μl) at RT. After 30 min, 2-fluoropyridine (99 μl, 1.142 mmol) was added to the mixture and the resulting suspension was heated at 120° C. for 14 h. The reaction mixture was diluted with DMF, filtered, and purified by HPLC to afford the title compound as a white solid. Reactants: COC=1C=C2C(=CC=NC2=CC1OC)OC1=C(C(=C(N)C=C1)C)C (4-[(6,7-Dimethoxy-4-quinolyl)oxy]-2,3-dimethylaniline), ClC(Cl)(OC(OC(Cl)(Cl)Cl)=O)Cl (triphosgene), C([O-])(O)=O.[Na+] (sodium bicarbonate), CC=1C=C(C=CC1)CO ((3-methylphenyl)methanol). Run in C(C)N(CC)CC (triethylamine), C1(=CC=CC=C1)C (toluene), C(Cl)Cl (methylene chloride). Product: COC=1C=C2C(=CC=NC2=CC1OC)OC1=C(C(=C(C=C1)NC(OCC1=CC(=CC=C1)C)=O)C)C (3-Methylbenzyl N-{4-[(6,7-dimethoxy-4-quinolyl)oxy]-2,3-dimethylphenyl}carbamate). Yield: 96.1%. RXN SMILES: [CH3:1][O:2][C:3]1[CH:4]=[C:5]2[C:10](=[CH:11][C:12]=1[O:13][CH3:14])[N:9]=[CH:8][CH:7]=[C:6]2[O:15][C:16]1[CH:22]=[CH:21][C:19]([NH2:20])=[C:18]([CH3:23])[C:17]=1[CH3:24].Cl[C:26](Cl)([O:28][C:29](=[O:35])OC(Cl)(Cl)Cl)Cl.[CH3:37][C:38]1[CH:39]=[C:40](CO)[CH:41]=[CH:42][CH:43]=1.C(=O)(O)[O-].[Na+]>C(Cl)Cl.C(N(CC)CC)C.C1(C)C=CC=CC=1>[CH3:1][O:2][C:3]1[CH:4]=[C:5]2[C:10](=[CH:11][C:12]=1[O:13][CH3:14])[N:9]=[CH:8][CH:7]=[C:6]2[O:15][C:16]1[CH:22]=[CH:21][C:19]([NH:20][C:29](=[O:35])[O:28][CH2:26][C:42]2[CH:41]=[CH:40][CH:39]=[C:38]([CH3:37])[CH:43]=2)=[C:18]([CH3:23])[C:17]=1[CH3:24] |f:3.4|. Reported procedure: 4-[(6,7-Dimethoxy-4-quinolyl)oxy]-2,3-dimethylaniline (100 mg) was added to toluene (10 ml) and triethylamine (1 ml), and the mixture was heated under reflux to prepare a solution. A solution of triphosgene (140 mg) in methylene chloride was then added thereto, and the mixture was heated under reflux for 10 min. Next, (3-methylphenyl)methanol (57 mg) was added thereto, and the mixture was further stirred with heating under reflux for 3 hr. A saturated aqueous sodium bicarbonate solution was adde...